describe an organic reaction: reactants, conditions, products, and yield From a dataset of the Open Reaction Database (ORD), a public repository of structured organic reaction records. As a reaction SMILES: Br[C:2]1[C:7]([NH:8][S:9]([CH2:12][CH3:13])(=[O:11])=[O:10])=[CH:6][C:5]([N:14]2[C:19](=[O:20])[CH:18]=[C:17]([C:21]([F:24])([F:23])[F:22])[N:16]([CH3:25])[C:15]2=[O:26])=[C:4]([F:27])[CH:3]=1.[H-].[Na+].[C-:30]#[N:31].[Na+]>C(C1C=CC(C)=NC=1)C.C([O-])(=O)C.[Pd+2].C([O-])(=O)C.[Cl-].[Zn+2].[Cl-]>[C:30]([C:2]1[C:7]([NH:8][S:9]([CH2:12][CH3:13])(=[O:11])=[O:10])=[CH:6][C:5]([N:14]2[C:19](=[O:20])[CH:18]=[C:17]([C:21]([F:22])([F:23])[F:24])[N:16]([CH3:25])[C:15]2=[O:26])=[C:4]([F:27])[CH:3]=1)#[N:31] |f:1.2,3.4,6.7.8,9.10.11|. Run in C(C)C=1C=CC(=NC1)C (5-ethyl-2-picoline). The reagents and catalysts are [Cl-].[Zn+2].[Cl-] (zinc chloride), C(C)(=O)[O-].[Pd+2].C(C)(=O)[O-] (palladium acetate). Reaction conditions: time 5 minute. Procedure details: 0.5 g (1.0 mmol) of 3-(4-bromo-5-ethylsulfonylamino-2-fluorophenyl)-1-methyl-6-trifluoromethyl-2,4(1H,3H)pyrimidinedione was dissolved in 10 ml of 5-ethyl-2-picoline, to which 0.04 g of sodium hydride was added under cooling with ice, and the mixture was stirred for 5 minutes. Next, 0.04 g of palladium acetate and 0.16 g of 1,4-bis(diphenylphosphino)ethane were added to the mixture, which was then stirred at 90° C. under an argon atmosphere for 1 hour. After the mixture was allowed to cool, 0.03... Product: C(#N)C1=CC(=C(C=C1NS(=O)(=O)CC)N1C(N(C(=CC1=O)C(F)(F)F)C)=O)F (3-(4-cyano-5-ethylsulfonylamino-2-fluorophenyl)-1-methyl-6-trifluoromethyl-2,4(1H,3H)-pyrimidinedione). Yield: 61.0%. Starting materials: [C-]#N.[Na+] (sodium cyanide), BrC1=CC(=C(C=C1NS(=O)(=O)CC)N1C(N(C(=CC1=O)C(F)(F)F)C)=O)F (3-(4-bromo-5-ethylsulfonylamino-2-fluorophenyl)-1-methyl-6-trifluoromethyl-2,4(1H,3H)pyrimidinedione), [H-].[Na+] (sodium hydride), 1,4-bis(diphenylphosphino)ethane.